From a dataset of the Open Reaction Database (ORD), a public repository of structured organic reaction records. describe an organic reaction: reactants, conditions, products, and yield Reactants: CCOC(=O)C=Cc1ccnc(-c2cc(OC)c(OC)c(OC)c2)c1, CO. Yields the product CCOC(=O)CCc1ccnc(-c2cc(OC)c(OC)c(OC)c2)c1. RXN SMILES: [CH3:1][O:2][c:3]1[cH:4][c:5](-[c:13]2[n:14][cH:15][cH:16][c:17]([CH:19]=[CH:20][C:21](=[O:22])[O:23][CH2:24][CH3:25])[cH:18]2)[cH:6][c:7]([O:11][CH3:12])[c:8]1[O:9][CH3:10].[CH3:26][OH:27]>>[CH3:1][O:2][c:3]1[cH:4][c:5](-[c:13]2[n:14][cH:15][cH:16][c:17]([CH2:19][CH2:20][C:21](=[O:22])[O:23][CH2:24][CH3:25])[cH:18]2)[cH:6][c:7]([O:11][CH3:12])[c:8]1[O:9][CH3:10].